Task: describe an organic reaction: reactants, conditions, products, and yield. Dataset: the Open Reaction Database (ORD), a public repository of structured organic reaction records Procedure details: To a solution of the title compound from Step C (26 mg, 0.060 mmol) in dichloromethane (1 ml) at room temperature was added boron tribromide (1M in dichloromethane, 0.12 ml, 0.12 mmol). After the addition, a brown solution was obtained which was stirred at room temperature for about three hours. An additional 4 equivalents of boron tribromide was added and the mixture was stirred for 15 minutes at room temperature. A brown precipitation formed. The reaction was quenched with water (5 ml) and ext... Reactants: ClC=1C=C(C=C2C(NC(S2)=O)=O)C=C(C1OC1=CC(=C(C=C1)OC)C(C)C)Cl (5-[3,5-Dichloro-4-(3-isopropyl-4-methoxy-phenoxy)-benzylidene]-thiazolidine-2,4-dione), B(Br)(Br)Br (boron tribromide), B(Br)(Br)Br (boron tribromide). Run in ClCCl (dichloromethane). Reaction conditions: time 3 hour. RXN SMILES: [Cl:1][C:2]1[CH:3]=[C:4]([CH:13]=[C:14]([Cl:28])[C:15]=1[O:16][C:17]1[CH:22]=[CH:21][C:20]([O:23]C)=[C:19]([CH:25]([CH3:27])[CH3:26])[CH:18]=1)[CH:5]=[C:6]1[S:10][C:9](=[O:11])[NH:8][C:7]1=[O:12].B(Br)(Br)Br>ClCCl>[Cl:28][C:14]1[CH:13]=[C:4]([CH:3]=[C:2]([Cl:1])[C:15]=1[O:16][C:17]1[CH:22]=[CH:21][C:20]([OH:23])=[C:19]([CH:25]([CH3:26])[CH3:27])[CH:18]=1)[CH:5]=[C:6]1[S:10][C:9](=[O:11])[NH:8][C:7]1=[O:12]. Yield: 51.1%. Product: ClC=1C=C(C=C2C(NC(S2)=O)=O)C=C(C1OC1=CC(=C(C=C1)O)C(C)C)Cl (5-[3,5-Dichloro-4-(4-hydroxy-3-isopropyl-phenoxy)-benzylidene]-thiazolidine-2,4-dione). The reactants are O=P12OP3(=O)OP(=O)(O1)OP(=O)(O2)O3 (phosphorous pentoxide), BrC1=C(C(=O)N)C=CC(=C1)C (2-bromo-4-methylbenzamide), ice water. Solvent: C(Cl)(Cl)Cl (CHCl3). The product is BrC1=C(C#N)C=CC(=C1)C (2-bromo-4-methylbenzonitrile). Yield: 98.2%. Reaction SMILES: [Br:1][C:2]1[CH:10]=[C:9]([CH3:11])[CH:8]=[CH:7][C:3]=1[C:4]([NH2:6])=O.O=P12OP3(OP(OP(O3)(O1)=O)(=O)O2)=O>C(Cl)(Cl)Cl>[Br:1][C:2]1[CH:10]=[C:9]([CH3:11])[CH:8]=[CH:7][C:3]=1[C:4]#[N:6]. Procedure: To a suspension of 2-bromo-4-methylbenzamide (14.8 g, 69.1 mmol) in CHCl3 was added phosphorous pentoxide (24.5 g, 172.8 mmol) and the mixture keep refluxing for 12 h. The reaction was allowed to cool to room temperature, and put into the ice water under the condition of stirring. The organic layer was separated and the aqueous layer was extracted with CHCl3 (150 mL×2). The combined organic phase was washed with brine, and dried over Na2SO4. Evaporation of the solvent afforded the title compound... Reactants: ClC1=C(C(=O)O)C=C(C=C1[N+](=O)[O-])[N+](=O)[O-] (2-chloro-3,5-dinitrobenzoic acid), C(C)(C)S (isopropyl mercaptan), CI (methyl iodide), ice water, C([O-])([O-])=O.[K+].[K+] (potassium carbonate). Run in CN(C=O)C (dimethylformamide), CN(C=O)C (dimethylformamide), CN(C=O)C (dimethylformamide). Reaction conditions: temperature -5 celsius, time 1 hour. Yields the product COC(C1=C(C(=CC(=C1)[N+](=O)[O-])[N+](=O)[O-])C(C)C)=S (3,5-dinitro-2-isopropylthiobenzoic acid methyl ester). RXN SMILES: [C:1](=[O:4])([O-])[O-].[K+].[K+].Cl[C:8]1[C:16]([N+:17]([O-:19])=[O:18])=[CH:15][C:14]([N+:20]([O-:22])=[O:21])=[CH:13][C:9]=1[C:10](O)=O.[CH:23]([SH:26])([CH3:25])C.[CH3:27]I>CN(C)C=O>[CH3:1][O:4][C:23](=[S:26])[C:25]1[CH:8]=[C:16]([N+:17]([O-:19])=[O:18])[CH:15]=[C:14]([N+:20]([O-:22])=[O:21])[C:13]=1[CH:9]([CH3:10])[CH3:27] |f:0.1.2|. Reported procedure: 33.2 g (0.240 mol) of potassium carbonate are introduced into 100 ml of dimethylformamide and cooled to -5° C. 37.5 g (0.114 mol) of 2-chloro-3,5-dinitrobenzoic acid (75% with 25% water) in 110 ml of dimethylformamide are then added over a period of 20 minutes, during which time the internal temperature is maintained at from -7° to -3° C. 11.0 ml (0.114 mol) of isopropyl mercaptan (97%) in 20 ml of dimethylformamide are then added dropwise at from -8° to -1° C. over a period of 45 minutes. The b... The reactants are ClC1=CC=C(C=C1)S(=O)(=O)NCCCCCCC(C(=O)OCC)(C(=O)OCC)CCCCCC=1C=NC=CC1 (ethyl 8-(p-chlorophenylsulfonamido)-2-[5-(3-pyridyl)-pentyl]-2-(ethoxycarbonyl)-octanoate), C([O-])(O)=O.[Na+] (sodium bicarbonate), O (water). The solvent is Cl (HCl), C(C)(=O)O (acetic acid). The product is C(CCCCCCC)(=O)O (octanoic acid). As a reaction SMILES: ClC1C=CC(S(N[CH2:12][CH2:13][CH2:14][CH2:15][CH2:16][CH2:17][C:18](CCCCCC2C=NC=CC=2)(C(OCC)=O)[C:19]([O:21]CC)=[O:20])(=O)=O)=CC=1.O.C(=O)(O)[O-].[Na+]>Cl.C(O)(=O)C>[C:19]([OH:21])(=[O:20])[CH2:18][CH2:17][CH2:16][CH2:15][CH2:14][CH2:13][CH3:12] |f:2.3|. Procedure details: A solution of 1.4 g of ethyl 8-(p-chlorophenylsulfonamido)-2-[5-(3-pyridyl)-pentyl]-2-(ethoxycarbonyl)-octanoate in 50 ml of 6N HCl and 10 ml of acetic acid is heated to reflux for 23 h after which time it is evaporated to give an oil. This is treated with water, the solution is neutralized with solid sodium bicarbonate to a pH of 6.4 and extracted with ethyl acetate. The ethyl acetate extract is dried over magnesium sulfate, filtered and concentrated to give crude product which is further purif... RXN SMILES: OO.[F:3][CH2:4][CH2:5][O:6][CH:7]1[C:16]2[C:11](=[C:12]([CH3:21])[CH:13]=[C:14]([C:18]([OH:20])=[O:19])[C:15]=2[CH3:17])S[CH2:9][CH2:8]1.[S:22]([O-:25])(O)=[O:23].[Na+]>C(O)(=O)C>[F:3][CH2:4][CH2:5][O:6][CH:7]1[C:16]2[C:11](=[C:12]([CH3:21])[CH:13]=[C:14]([C:18]([OH:20])=[O:19])[C:15]=2[CH3:17])[S:22](=[O:25])(=[O:23])[CH2:9][CH2:8]1 |f:2.3|. Product: FCCOC1CCS(C2=C(C=C(C(=C12)C)C(=O)O)C)(=O)=O (4-(2-fluoroethoxy)-5,8-dimethylthiochroman-6-carboxylic acid-1,1-dioxide). The reactants are OO (hydrogen peroxide), FCCOC1CCSC2=C(C=C(C(=C12)C)C(=O)O)C (4-(2-fluoroethoxy)-5,8-dimethylthiochroman-6-carboxylic acid), S(=O)(O)[O-].[Na+] (sodium hydrogensulfite), OO (hydrogen peroxide). Procedure: 4 ml of acetic acid and 6.24 g (56.7 mmol) of a 30% hydrogen peroxide aqueous solution as an oxidizing agent were added to 5.37 g (18.9 mmol) of the 4-(2-fluoroethoxy)-5,8-dimethylthiochroman-6-carboxylic acid, and the mixture was allowed to react at 80° C. for2hours. After the reaction mixture was allowed to cool, a 2% sodium hydrogensulfite aqueous solution was added to the reaction mixture, excessive hydrogen peroxide was removed, and a precipitated crystal was recovered by filtration and dri... Run in C(C)(=O)O (acetic acid). Yield: 85.0%. The reactants are ClCCCCBr, COc1nc2nc(OC3CCC3)[nH]c(N)c-2n1, CCC(C)Oc1nc(N)c2nc(OC)n(CCCCCl)c2n1, O=C(O)C(F)(F)F. Yields the product COc1nc2c(N)nc(OC3CCC3)nc2n1CCCCCl. RXN SMILES: [Br:47][CH2:48][CH2:49][CH2:50][CH2:51][Cl:52].[CH:30]1([O:31][c:32]2[nH:33][c:34]([NH2:35])[c:36]3[n:43][c:40]([O:41][CH3:42])[n:39][c:37]-3[n:38]2)[CH2:44][CH2:45][CH2:46]1.[Cl:1][CH2:2][CH2:3][CH2:4][CH2:5][n:6]1[c:7]2[n:8][c:9]([O:18][CH:19]([CH2:20][CH3:21])[CH3:22])[n:10][c:11]([NH2:17])[c:12]2[n:13][c:14]1[O:15][CH3:16].[F:23][C:24]([F:25])([F:26])[C:27]([OH:28])=[O:29]>>[Cl:1][CH2:2][CH2:3][CH2:4][CH2:5][n:6]1[c:7]2[n:8][c:9]([O:18][CH:19]3[CH2:20][CH2:21][CH2:22]3)[n:10][c:11]([NH2:17])[c:12]2[n:13][c:14]1[O:15][CH3:16].